This data is from the Open Reaction Database (ORD), a public repository of structured organic reaction records. The task is: describe an organic reaction: reactants, conditions, products, and yield Starting materials: [Al+3], [Cl-], [Cl-], [Cl-], COc1ccc(C(=O)c2ccc(I)cc2)cc1, O, c1ccccc1. Yields the product O=C(c1ccc(O)cc1)c1ccc(I)cc1. Reaction SMILES: [Al+3:19].[Cl-:18].[Cl-:20].[Cl-:21].[I:1][c:2]1[cH:3][cH:4][c:5]([C:8](=[O:9])[c:10]2[cH:11][cH:12][c:13]([O:16][CH3:17])[cH:14][cH:15]2)[cH:6][cH:7]1.[OH2:22].[cH:23]1[cH:24][cH:25][cH:26][cH:27][cH:28]1>>[I:1][c:2]1[cH:3][cH:4][c:5]([C:8](=[O:9])[c:10]2[cH:11][cH:12][c:13]([OH:16])[cH:14][cH:15]2)[cH:6][cH:7]1. Starting materials: C1(=CC=CC=C1)O (phenol), C(\C=C\C)=O (crotonaldehyde). Conditions: time 45 minute. Product: C1(=CC=CC=C1)O.C(\C=C\C)=O (crotonaldehyde phenol). Reaction SMILES: [C:1]1([OH:7])[CH:6]=[CH:5][CH:4]=[CH:3][CH:2]=1.[CH:8](=[O:12])/[CH:9]=[CH:10]/[CH3:11]>>[C:1]1([OH:7])[CH:6]=[CH:5][CH:4]=[CH:3][CH:2]=1.[CH:8](=[O:12])/[CH:9]=[CH:10]/[CH3:11] |f:2.3|. Reported procedure: The phenol silicoformate compound and crotonaldehyde are mixed in about an equal molar ratio then heated to 70° to 90° C while agitating for 20 to 70 minutes, thereby producing a yellow, resinous product, crotonaldehyde phenol silicoformate. The resin is soluble in acetic acid. The reactants are C1(CCCCC1)OC1=CC=C(N)C=C1 (4-(cyclohexyloxy)aniline), C(C1=CC=CC=C1)OC[C@@H](C(=O)O)NC(=O)OC(C)(C)C ((S)-3-(benzyloxy)-2-(tert-butoxycarbonylamino)propanoic acid). The product is N[C@H](C(=O)NC1=CC=C(C=C1)OC1CCCCC1)COCC1=CC=CC=C1 ((S)-2-amino-3-(benzyloxy)-N-(4-(cyclohexyloxy)phenyl)propanamide). The yield is 50.0%. As a reaction SMILES: [CH:1]1([O:7][C:8]2[CH:14]=[CH:13][C:11]([NH2:12])=[CH:10][CH:9]=2)[CH2:6][CH2:5][CH2:4][CH2:3][CH2:2]1.[CH2:15]([O:22][CH2:23][C@H:24]([NH:28]C(OC(C)(C)C)=O)[C:25](O)=[O:26])[C:16]1[CH:21]=[CH:20][CH:19]=[CH:18][CH:17]=1>>[NH2:28][C@@H:24]([CH2:23][O:22][CH2:15][C:16]1[CH:21]=[CH:20][CH:19]=[CH:18][CH:17]=1)[C:25]([NH:12][C:11]1[CH:10]=[CH:9][C:8]([O:7][CH:1]2[CH2:2][CH2:3][CH2:4][CH2:5][CH2:6]2)=[CH:14][CH:13]=1)=[O:26]. Reported procedure: Proceeding as in Reference 5, but substituting 4-(cyclohexyloxy)aniline and (S)-3-(benzyloxy)-2-(tert-butoxycarbonylamino)propanoic acid, gave (S)-2-amino-3-(benzyloxy)-N-(4-(cyclohexyloxy)phenyl)propanamide (200 mg, 50%). Starting materials: CCCCCCCCCC(=O)Cl, O=C([O-])C=CC(=O)[O-], CCO, ClCCl, OCCCN1CCC(c2noc3cc(F)ccc23)CC1, O=C(O)C=CC(=O)O. Product: O=C(O)C=CC(=O)O, CCCCCCCCCC(=O)OCCCN1CCC(c2noc3cc(F)ccc23)CC1. As a reaction SMILES: [C:21]([CH2:22][CH2:23][CH2:24][CH2:25][CH2:26][CH2:27][CH2:28][CH2:29][CH3:30])(=[O:31])[Cl:32].[C:33]([CH:34]=[CH:35][C:36](=[O:37])[O-:38])(=[O:39])[O-:40].[CH3:52][CH2:53][OH:54].[Cl:49][CH2:50][Cl:51].[F:1][c:2]1[cH:3][c:4]2[c:5]([c:6]([CH:9]3[CH2:10][CH2:11][N:12]([CH2:15][CH2:16][CH2:17][OH:18])[CH2:13][CH2:14]3)[n:7][o:8]2)[cH:19][cH:20]1.[OH:41][C:42]([CH:43]=[CH:44][C:45](=[O:46])[OH:47])=[O:48]>>[C:33]([CH:34]=[CH:35][C:36](=[O:37])[OH:38])(=[O:39])[OH:40].[F:1][c:2]1[cH:3][c:4]2[c:5]([c:6]([CH:9]3[CH2:10][CH2:11][N:12]([CH2:15][CH2:16][CH2:17][O:18][C:21]([CH2:22][CH2:23][CH2:24][CH2:25][CH2:26][CH2:27][CH2:28][CH2:29][CH3:30])=[O:31])[CH2:13][CH2:14]3)[n:7][o:8]2)[cH:19][cH:20]1.